This data is from the Open Reaction Database (ORD), a public repository of structured organic reaction records. The task is: describe an organic reaction: reactants, conditions, products, and yield Starting materials: [C-]#N.[K+] (potassium cyanide), COC1=C(C=CC=C1)C1(C2CN(CC2CC(C1)COS(=O)(=O)C1=CC=C(C)C=C1)C(=O)OC(C)(C)C)O ((3aRS,4RS,6SR,7aSR)-4-(2-methoxyphenyl)-2-tert-butyloxycarbonyl-6-tosyloxymethylperhydroisoindol-4-ol). Run in CS(=O)C (dimethyl sulphoxide), O (water). Run at temperature 50 celsius, time 20 hour. The product is C(#N)CC1CC(C2CN(CC2C1)C(=O)OC(C)(C)C)(O)C1=C(C=CC=C1)OC ((3aRS,4RS,6RS,7aSR)-6-cyanomethyl-4-(2-methoxyphenyl)-2-tert-butyloxycarbonylperhydroisoindol-4-ol). Isolated yield 90.9%. RXN SMILES: [C-:1]#[N:2].[K+].[CH3:4][O:5][C:6]1[CH:11]=[CH:10][CH:9]=[CH:8][C:7]=1[C:12]1([OH:40])[CH2:20][CH:19]([CH2:21]OS(C2C=CC(C)=CC=2)(=O)=O)[CH2:18][CH:17]2[CH:13]1[CH2:14][N:15]([C:33]([O:35][C:36]([CH3:39])([CH3:38])[CH3:37])=[O:34])[CH2:16]2>CS(C)=O.O>[C:1]([CH2:21][CH:19]1[CH2:18][CH:17]2[CH:13]([CH2:14][N:15]([C:33]([O:35][C:36]([CH3:39])([CH3:37])[CH3:38])=[O:34])[CH2:16]2)[C:12]([C:7]2[CH:8]=[CH:9][CH:10]=[CH:11][C:6]=2[O:5][CH3:4])([OH:40])[CH2:20]1)#[N:2] |f:0.1|. Procedure: 40 g of potassium cyanide are added carefully to a solution of 215 g of (3aRS,4RS,6SR,7aSR)-4-(2-methoxyphenyl)-2-tert-butyloxycarbonyl-6-tosyloxymethylperhydroisoindol-4-ol in 800 cm3 of dimethyl sulphoxide. The reaction mixture is stirred at 50° C. for 20 hours, diluted with 1 liter of water and extracted with twice 200 cm3 and then 100 cm3 of ethyl acetate. The combined organic extracts are washed with twice 500 cm3 of water, dried over magnesium sulphate and then concentrated to dryness unde... Reactants: Cl (HCl), C([O-])([O-])=O.[Na+].[Na+] (sodium carbonate), ClC=1C=CC=2N(N1)C(=C(N2)CN2C(=NC=C2)C=2SC=CN2)CC (6-chloro-3-ethyl-2-(2-thiazol-2-yl-imidazol-1-ylmethyl)-imidazo[1,2-b]pyridazine), C(C)OC(=C)[Sn](CCCC)(CCCC)CCCC (1-ethoxyvinyltributylstannane), PdCl2(Ph3P)2. Solvent: O (water), C1(=CC=CC=C1)C (toluene). Reaction conditions: temperature 110 celsius, time 2 hour. The product is C(C)C1=C(N=C2N1N=C(C=C2)C(C)=O)CN2C(=NC=C2)C=2SC=CN2 (1-[3-ethyl-2-(2-thiazol-2-yl-imidazol-1-ylmethyl)imidazo[1,2-b]pyridazin-6-yl]ethanone). As a reaction SMILES: Cl[C:2]1[CH:3]=[CH:4][C:5]2[N:6]([C:8]([CH2:22][CH3:23])=[C:9]([CH2:11][N:12]3[CH:16]=[CH:15][N:14]=[C:13]3[C:17]3[S:18][CH:19]=[CH:20][N:21]=3)[N:10]=2)[N:7]=1.[CH2:24]([O:26]C([Sn](CCCC)(CCCC)CCCC)=C)[CH3:25].Cl.C(=O)([O-])[O-].[Na+].[Na+]>C1(C)C=CC=CC=1.O>[CH2:22]([C:8]1[N:6]2[N:7]=[C:2]([C:24](=[O:26])[CH3:25])[CH:3]=[CH:4][C:5]2=[N:10][C:9]=1[CH2:11][N:12]1[CH:16]=[CH:15][N:14]=[C:13]1[C:17]1[S:18][CH:19]=[CH:20][N:21]=1)[CH3:23] |f:3.4.5|. Procedure details: A mixture of 6-chloro-3-ethyl-2-(2-thiazol-2-yl-imidazol-1-ylmethyl)-imidazo[1,2-b]pyridazine (100 mg, 0.26 mmol), 1-ethoxyvinyltributylstannane (142 mg, 0.39 mmol) and PdCl2(Ph3P)2 (10 mg) in anhydrous toluene (5 mL) is heated at 110° C. in a sealed tube for 5 hours. On cooling, water (2 mL), and concentrated HCl (2 mL) are added and the mixture is stirred at room temperature for 2 hours. The mixture is neutralized with sodium carbonate solution and extracted with methylene chloride (3×15 mL). ... The reactants are C(C)[O-].[Na+] (sodium ethanolate), Cl.C(C)OC(CC(N)=N)=O (2-amidino-acetic acid ethyl ester hydrochloride), BrCC(=O)C1=CC2=CC=CC=C2C=C1 (2-bromo-1-(naphth-2-yl)-ethan-1-one). The solvent is C(C)O (ethanol). Conditions: time 15 minute. Yields the product NC=1NC(=CC1C(=O)OCC)C1=CC2=CC=CC=C2C=C1 (2-Amino-3-ethoxycarbonyl-5-(naphth-2-yl)-1H-pyrrole). As a reaction SMILES: Cl.[CH2:2]([O:4][C:5](=[O:10])[CH2:6][C:7](=[NH:9])[NH2:8])[CH3:3].C([O-])C.[Na+].Br[CH2:16][C:17]([C:19]1[CH:28]=[CH:27][C:26]2[C:21](=[CH:22][CH:23]=[CH:24][CH:25]=2)[CH:20]=1)=O>C(O)C>[NH2:9][C:7]1[NH:8][C:17]([C:19]2[CH:28]=[CH:27][C:26]3[C:21](=[CH:22][CH:23]=[CH:24][CH:25]=3)[CH:20]=2)=[CH:16][C:6]=1[C:5]([O:4][CH2:2][CH3:3])=[O:10] |f:0.1,2.3|. Reported procedure: Under an argon atmosphere, 834 mg (5 mmol) of 2-amidino-acetic acid ethyl ester hydrochloride [for preparation see: Liebigs Ann. Chem., 1895 (1977)] are introduced into 10 ml of ethanol and, at 0-5° C., 358 mg (5 mmol) of sodium ethanolate are added thereto. The bright yellow suspension is stirred for 15 min and then 623 mg (2.5 mmol) of 2-bromo-1-(naphth-2-yl)-ethan-1-one (2-bromo-2'-acetonaphthone; Aldrich; Milwaukee/USA) are added thereto. After 3 days' stirring at RT, the reaction mixture is... Reactants: C1=C(C=CC2=CC(=CC=C12)C(=O)O)C(=O)O (2,6-naphthalenedicarboxylic acid), O.[OH-].[Li+] (lithium hydroxide monohydrate), C1=C(C=CC2=CC(=CC=C12)C(=O)O)C(=O)O (2,6-naphthalenedicarboxylic acid), O.[OH-].[Li+] (lithium hydroxide monohydrate), O.[OH-].[Li+] (lithium hydroxide monohydrate). Run in CO (Methanol). Yields the product C1=C(C=CC2=CC(=CC=C12)C(=O)[O-])C(=O)[O-].[Li+].[Li+] (Lithium 2,6-naphthalenedicarboxylate). RXN SMILES: [CH:1]1[C:10]2[C:5](=[CH:6][C:7]([C:11]([OH:13])=[O:12])=[CH:8][CH:9]=2)[CH:4]=[CH:3][C:2]=1[C:14]([OH:16])=[O:15].O.[OH-].[Li+:19]>CO>[CH:1]1[C:10]2[C:5](=[CH:6][C:7]([C:11]([O-:13])=[O:12])=[CH:8][CH:9]=2)[CH:4]=[CH:3][C:2]=1[C:14]([O-:16])=[O:15].[Li+:19].[Li+:19] |f:1.2.3,5.6.7|. Procedure details: Lithium 2,6-naphthalenedicarboxylate was synthesized by repeating the procedure of Experimental Example 1. The starting materials used were 2,6-naphthalenedicarboxylic acid and lithium hydroxide monohydrate (LiOH.H2O). Methanol (100 mL) was added to lithium hydroxide monohydrate (0.556 g), and it was stirred. After the lithium hydroxide monohydrate was dissolved, 2,6-naphthalenedicarboxylic acid (1.0 g) was added, and it was stirred for one hour. After stirring, the solvent was removed, and the ... The reactants are CO (methyl alcohol), C1(=CC=CC=C1)C(C(=O)O)C(=O)O (Phenylmalonic acid), S(=O)(Cl)Cl (thionyl chloride). The reagents and catalysts are CN(C=O)C (N,N-dimethyl formamide). The solvent is CCOCC (ether). Yields the product C1(=CC=CC=C1)C(C(=O)OC)C(=O)O (methyl hydrogen phenylmalonate). RXN SMILES: [C:1]1([CH:7]([C:11]([OH:13])=[O:12])[C:8]([OH:10])=[O:9])[CH:6]=[CH:5][CH:4]=[CH:3][CH:2]=1.S(Cl)(Cl)=O.[CH3:18]O>CCOCC.CN(C)C=O>[C:1]1([CH:7]([C:11]([OH:13])=[O:12])[C:8]([O:10][CH3:18])=[O:9])[CH:2]=[CH:3][CH:4]=[CH:5][CH:6]=1. Procedure: Phenylmalonic acid (13.5 g, 0.07 mol ) in dry ether (40 mL) was treated with thionyl chloride (8.92 g, 5.4 mL, 0.071 mol) and one drop of N,N-dimethyl formamide. The mixture was heated at 40°-50° C. for 3 hours. The clear solution was evaporated under reduced pressure to remove any residual thionyl chloride. The oily residue was redissolved in dry ether (40 mL) and the solution was treated with methyl alcohol (0.075 mol, 3 mL ) and refluxed for 2 hours. The reaction mixture was cooled to room te...